Dataset: the Open Reaction Database (ORD), a public repository of structured organic reaction records. Task: describe an organic reaction: reactants, conditions, products, and yield Reactants: NC1=CC(=NN1C)C (5-amino-1,3-dimethylpyrazole), FC1=CC=C(C=C(C(=O)OCC)C(C(C)C)=O)C=C1 (ethyl 2-(4'-fluorobenzylidene)-4-methyl-3-oxo-pentanoate). Reaction conditions: temperature 130 celsius. Product: N1NCC=2C1=NC=CC2 (dihydropyrazolo[3,4-b]pyridine). RXN SMILES: [NH2:1][C:2]1[N:6](C)[N:5]=[C:4](C)[CH:3]=1.F[C:10]1[CH:27]=CC(C=C(C(=O)C(C)C)C(OCC)=O)=C[CH:11]=1>>[NH:6]1[C:2]2=[N:1][CH:11]=[CH:10][CH:27]=[C:3]2[CH2:4][NH:5]1. Reported procedure: 2.22 g (0.02 mol) of 5-amino-1,3-dimethylpyrazole and 5.3 g (0.02 mol) of ethyl 2-(4'-fluorobenzylidene)-4-methyl-3-oxo-pentanoate were mixed and heated at about 130° C. for one hour. Substances having a low boiling point were distilled off under reduced pressure by a rotary evaporator. Then, the reaction mixture was dissolved in chloroform, washed with a sodium carbonate aqueous solution and with water and dried over anhydrous magnesium sulfate. Chloroform was evaporated, and the residual oil w... Starting materials: C, CCOC(C)=O, [Pd], CCOC(=O)C=CCC1CCCCc2ccccc21. Product: CCOC(=O)CCCC1CCCCc2ccccc21. As a reaction SMILES: [C:26].[CH3:20][CH2:21][O:22][C:23](=[O:24])[CH3:25].[Pd:27].[cH:1]1[cH:2][cH:3][cH:4][c:5]2[c:6]1[CH2:7][CH2:8][CH2:9][CH2:10][CH:11]2[CH2:12][CH:13]=[CH:14][C:15](=[O:16])[O:17][CH2:18][CH3:19]>>[cH:1]1[cH:2][cH:3][cH:4][c:5]2[c:6]1[CH2:7][CH2:8][CH2:9][CH2:10][CH:11]2[CH2:12][CH2:13][CH2:14][C:15](=[O:16])[O:17][CH2:18][CH3:19]. The reactants are FC1=C(C=CC(=C1NCC1=C(C=CC(=C1)C1=CC(=CC=C1)F)F)C)O (2-fluoro-3-[[2-fluoro-5-(3-fluorophenyl)phenyl]methylamino]-4-methyl-phenol), C(=O)([O-])[O-].[Cs+].[Cs+] (Cs2CO3), BrCC(=O)OCC (ethyl 2-bromoacetate). Run in CN(C)C=O (DMF). Conditions: time 1 hour. Yields the product FC1=C(OCC(=O)OCC)C=CC(=C1NCC1=C(C=CC(=C1)C1=CC(=CC=C1)F)F)C (Ethyl 2-[2-fluoro-3-[[2-fluoro-5-(3-fluorophenyl)phenyl]methylamino]-4-methyl-phenoxy]acetate). Yield: 69.6%. RXN SMILES: [F:1][C:2]1[C:7]([NH:8][CH2:9][C:10]2[CH:15]=[C:14]([C:16]3[CH:21]=[CH:20][CH:19]=[C:18]([F:22])[CH:17]=3)[CH:13]=[CH:12][C:11]=2[F:23])=[C:6]([CH3:24])[CH:5]=[CH:4][C:3]=1[OH:25].C([O-])([O-])=O.[Cs+].[Cs+].Br[CH2:33][C:34]([O:36][CH2:37][CH3:38])=[O:35]>CN(C=O)C>[F:1][C:2]1[C:7]([NH:8][CH2:9][C:10]2[CH:15]=[C:14]([C:16]3[CH:21]=[CH:20][CH:19]=[C:18]([F:22])[CH:17]=3)[CH:13]=[CH:12][C:11]=2[F:23])=[C:6]([CH3:24])[CH:5]=[CH:4][C:3]=1[O:25][CH2:33][C:34]([O:36][CH2:37][CH3:38])=[O:35] |f:1.2.3|. Procedure: To a solution of 2-fluoro-3-[[2-fluoro-5-(3-fluorophenyl)phenyl]methylamino]-4-methyl-phenol (300 mg, 0.87 mmol, 1 eq) in DMF (6 mL) was added Cs2CO3 (425 mg, 1.31 mmol, 1.5 eq). The reaction mixture was stirred at room temperature for 1 h, then ethyl 2-bromoacetate (174 mg, 1.04 mmol, 1.2 eq) was added. The reaction mixture was stirred for 1 h then the reaction quenched by pouring into water. The mixture was extracted with EtOAc and the organic extract washed with water and brine, dried (Na2SO4... The reactants are C(C)OC(CN1C(=NC=2C1=NC=CC2)C2=CC=C(C=C2)Br)=O (2-(4-bromophenyl)-3H-imidazo[4,5-b]pyridine-3-acetic acid ethyl ester). Solvent: C(C)O (ethanol). Yields the product BrC1=CC=C(C=C1)C1=NC=2C(=NC=CC2)N1CC(=O)O (2-(4-Bromophenyl)-3H-imidazo[4,5-b]pyridine-3-acetic acid). Yield: 86.9%. Reaction SMILES: C([O:3][C:4](=[O:22])[CH2:5][N:6]1[C:10]2=[N:11][CH:12]=[CH:13][CH:14]=[C:9]2[N:8]=[C:7]1[C:15]1[CH:20]=[CH:19][C:18]([Br:21])=[CH:17][CH:16]=1)C>C(O)C>[Br:21][C:18]1[CH:19]=[CH:20][C:15]([C:7]2[N:6]([CH2:5][C:4]([OH:22])=[O:3])[C:10]3=[N:11][CH:12]=[CH:13][CH:14]=[C:9]3[N:8]=2)=[CH:16][CH:17]=1. Procedure details: A mixture of 2-(4-bromophenyl)-3H-imidazo[4,5-b]pyridine-3-acetic acid ethyl ester (7.00 g, 0.0194 mole) sodium hydroxide pellets (0.88 g, 0.0220 mole), and 95% ethanol (100 ml) was refluxed for 1 hr. The reaction mixture was cooled and filtered. The filter cake (7.3 g) was dissolved in warm water, acidified with concentrated hydrochloric acid, and chilled. The precipitated solid was collected by filtration and the filter cake was rinsed with water, giving 5.6 g (87%) of crystals. Recrystallizat... Reactants: O=C(c1c(F)ccc(Br)c1F)N(CCO)Cc1ccccc1, CN(C)C=O, [H-], [Na+], O. The product is O=C1c2c(F)ccc(Br)c2OCCN1Cc1ccccc1. Reaction SMILES: [CH2:1]([c:2]1[cH:3][cH:4][cH:5][cH:6][cH:7]1)[N:8]([C:9]([c:10]1[c:11]([F:18])[c:12]([Br:17])[cH:13][cH:14][c:15]1[F:16])=[O:19])[CH2:20][CH2:21][OH:22].[CH3:26][N:27]([CH3:28])[CH:29]=[O:30].[H-:23].[Na+:24].[OH2:25]>>[CH2:1]([c:2]1[cH:3][cH:4][cH:5][cH:6][cH:7]1)[N:8]1[C:9](=[O:19])[c:10]2[c:11]([c:12]([Br:17])[cH:13][cH:14][c:15]2[F:16])[O:22][CH2:21][CH2:20]1. Starting materials: CO, C1CCOC1, O=C(Oc1ccccc1)c1cc2cccc(OCc3ccccc3)c2[nH]1. The product is O=C(Oc1ccccc1)c1cc2cccc(O)c2[nH]1. RXN SMILES: [CH3:27][OH:28].[O:29]1[CH2:30][CH2:31][CH2:32][CH2:33]1.[c:1]1([O:7][C:8](=[O:9])[c:10]2[nH:11][c:12]3[c:13]([O:19][CH2:20][c:21]4[cH:22][cH:23][cH:24][cH:25][cH:26]4)[cH:14][cH:15][cH:16][c:17]3[cH:18]2)[cH:2][cH:3][cH:4][cH:5][cH:6]1>>[c:1]1([O:7][C:8](=[O:9])[c:10]2[nH:11][c:12]3[c:13]([OH:19])[cH:14][cH:15][cH:16][c:17]3[cH:18]2)[cH:2][cH:3][cH:4][cH:5][cH:6]1. The reactants are C(C)OC=1C(=C(C=O)C=CC1OC)B1OC(C(O1)(C)C)(C)C (3-ethoxy-4-methoxy-2-(4,4,5,5-tetramethyl-[1,3,2]dioxaborolan-2-yl)-benzaldehyde), [N+](=O)([O-])C (nitromethane). The solvent is [OH-].[Na+] (NaOH), C1CCOC1 (THF). Product: C(C)OC1=C(C=CC2=C1B(OC2C[N+](=O)[O-])O)OC (7-Ethoxy-6-methoxy-3-nitromethyl-3H-benzo[c][1,2]oxaborol-1-ol). The yield is 58.5%. As a reaction SMILES: [CH2:1]([O:3][C:4]1[C:5]([B:14]2[O:18][C:17]([CH3:20])(C)C(C)(C)[O:15]2)=[C:6]([CH:9]=[CH:10][C:11]=1[O:12][CH3:13])C=O)[CH3:2].[N+:23](C)([O-:25])=[O:24]>C1COCC1.[OH-].[Na+]>[CH2:1]([O:3][C:4]1[C:5]2[B:14]([OH:15])[O:18][CH:17]([CH2:20][N+:23]([O-:25])=[O:24])[C:6]=2[CH:9]=[CH:10][C:11]=1[O:12][CH3:13])[CH3:2] |f:3.4|. Procedure: Synthesized according to the methods of general procedure 9 in U.S. Pat. Pub. No. 20090227541 (U.S. patent application Ser. No. 12/142,692) using the following reactants and amounts: [3-ethoxy-4-methoxy-2-(4,4,5,5-tetramethyl-[1,3,2]dioxaborolan-2-yl)-benzaldehyde (1.47 g, 4.80 mmol), nitromethane (0.92 g, 14.4 mmol), CATBr (88 mg, 0.24 mmol) in dry THF (20 mL) and NaOH (0.025 M aqueous solution). Purification by silica gel column chromatography (eluant: 10% EtOAc/hexane to 30% EtOAc/hexane) to ...